Dataset: the Open Reaction Database (ORD), a public repository of structured organic reaction records. Task: describe an organic reaction: reactants, conditions, products, and yield Starting materials: Cl (hydrochloric acid), C1COC(C2=CC=C(C=C2)CC2=CC(=CC=C2)OC)O1 (4-(3-Methoxyphenylmethyl)benzaldehyde ethylene acetal), [Cl-].[Na+] (sodium chloride). Run in O1CCCC1 (tetrahydrofuran). Conditions: time 30 minute. The product is COC=1C=C(C=CC1)CC1=CC=C(C=O)C=C1 (4-(3-methoxyphenylmethyl)benzaldehyde). Yield: 100.0%. Reaction SMILES: C1O[CH:4]([C:5]2[CH:10]=[CH:9][C:8]([CH2:11][C:12]3[CH:17]=[CH:16][CH:15]=[C:14]([O:18][CH3:19])[CH:13]=3)=[CH:7][CH:6]=2)[O:3]C1.Cl.[Cl-].[Na+]>O1CCCC1>[CH3:19][O:18][C:14]1[CH:13]=[C:12]([CH2:11][C:8]2[CH:7]=[CH:6][C:5]([CH:4]=[O:3])=[CH:10][CH:9]=2)[CH:17]=[CH:16][CH:15]=1 |f:2.3|. Procedure: 4-(3-Methoxyphenylmethyl)benzaldehyde ethylene acetal (700 mg, 2.6 millimol) was dissolved in tetrahydrofuran (5 ml), and thereto was added 10% hydrochloric acid. After stirring at room temperature for 30 minutes, to the mixture was added saturated aqueous sodium chloride solution, and the mixture was extracted with ethyl acetate. The extract was washed, dried over anhydrous sodium sulfate, and the solvent was distilled away to give the title compound (580 mg, 2.6 millimol, 100%). Starting materials: ClC1=CC(=CC=C1)C(=O)OO (m-chloroperbenzoic acid), N1(CCC=CCC1)C(=O)OCC1=CC=CC=C1 (benzyl 2,3,6,7-tetrahydro-1H-azepine-1-carboxylate), C(C)(=O)OCC (ethyl acetate). Run in ClCCl (dichloromethane). The product is C12CCN(CCC2O1)C(=O)OCC1=CC=CC=C1 (benzyl 8-oxa-4-azabicyclo[5.1.0]octane-4-carboxylate). Yield: 97.3%. RXN SMILES: ClC1C=CC=C(C(OO)=[O:9])C=1.[N:12]1([C:19]([O:21][CH2:22][C:23]2[CH:28]=[CH:27][CH:26]=[CH:25][CH:24]=2)=[O:20])[CH2:18][CH2:17][CH:16]=[CH:15][CH2:14][CH2:13]1.C(OCC)(=O)C>ClCCl>[CH:16]12[O:9][CH:15]1[CH2:14][CH2:13][N:12]([C:19]([O:21][CH2:22][C:23]1[CH:24]=[CH:25][CH:26]=[CH:27][CH:28]=1)=[O:20])[CH2:18][CH2:17]2. Procedure: 18 g m-chloroperbenzoic acid was added to 10 g benzyl 2,3,6,7-tetrahydro-1H-azepine-1-carboxylate in 250 ml dichloromethane at 0° C. in several portions. The mixture was allowed to warm to RT over 2 h. 1 L ethyl acetate was added and the solution was extracted with aqueous sodium bicarbonate, 1N aqueous sodium hydroxide and brine. The organic layer was evaporated and the residue was purified by chromatographie on silica gel (ethyl acetate/hexanes 1:5) to yield 10.4 g of the desired product. Reactants: C=CC(=O)OCC, CC#N, Cl[Cu]Cl, Cl, CC(C)(C)ON=O, N#Cc1cnn(-c2ccc(Cl)c(Cl)c2Cl)c1N. Yields the product CCOC(=O)C(Cl)Cc1c(C#N)cnn1-c1ccc(Cl)c(Cl)c1Cl. Reaction SMILES: [C:26]([CH:27]=[CH2:28])(=[O:29])[O:30][CH2:31][CH3:32].[CH3:33][C:34]#[N:35].[Cl:36][Cu:37][Cl:38].[ClH:25].[N:1]([O:2][C:3]([CH3:4])([CH3:5])[CH3:6])=[O:7].[NH2:8][c:9]1[c:10]([C:23]#[N:24])[cH:11][n:12][n:13]1-[c:14]1[c:15]([Cl:22])[c:16]([Cl:21])[c:17]([Cl:20])[cH:18][cH:19]1>>[c:9]1([CH2:28][CH:27]([Cl:25])[C:26](=[O:29])[O:30][CH2:31][CH3:32])[c:10]([C:23]#[N:24])[cH:11][n:12][n:13]1-[c:14]1[c:15]([Cl:22])[c:16]([Cl:21])[c:17]([Cl:20])[cH:18][cH:19]1. The reactants are OC1=CC=C(C=C1)C(=O)N1[C@@H](CCC1)CN1CCCC1 ((4-Hydroxy-phenyl)-(2-(S)-pyrrolidin-1-ylmethyl-pyrrolidin-1-yl)-methanone), ClCC=1C=C(C(=O)N(C)C)C=CC1 (3-chloromethyl-N,N-dimethyl-benzamide). Yields the product CN(C(C1=CC(=CC=C1)COC1=CC=C(C=C1)C(=O)N1[C@@H](CCC1)CN1CCCC1)=O)C (N,N-Dimethyl-3-[4-(2-(S)-pyrrolidin-1-ylmethyl-pyrrolidine-1-carbonyl)-phenoxymethyl]-benzamide). Reaction SMILES: [OH:1][C:2]1[CH:7]=[CH:6][C:5]([C:8]([N:10]2[CH2:14][CH2:13][CH2:12][C@H:11]2[CH2:15][N:16]2[CH2:20][CH2:19][CH2:18][CH2:17]2)=[O:9])=[CH:4][CH:3]=1.Cl[CH2:22][C:23]1[CH:24]=[C:25]([CH:31]=[CH:32][CH:33]=1)[C:26]([N:28]([CH3:30])[CH3:29])=[O:27]>>[CH3:30][N:28]([CH3:29])[C:26](=[O:27])[C:25]1[CH:31]=[CH:32][CH:33]=[C:23]([CH2:22][O:1][C:2]2[CH:7]=[CH:6][C:5]([C:8]([N:10]3[CH2:14][CH2:13][CH2:12][C@H:11]3[CH2:15][N:16]3[CH2:17][CH2:18][CH2:19][CH2:20]3)=[O:9])=[CH:4][CH:3]=2)[CH:24]=1. Procedure: The title compound is prepared in a manner substantially analogous to Procedure C using (4-Hydroxy-phenyl)-(2-(S)-pyrrolidin-1-ylmethyl-pyrrolidin-1-yl)-methanone and 3-chloromethyl-N,N-dimethyl-benzamide [CAS 442910-26-1]. MS (ES+) 436.3 Starting materials: C(C1=CN=CC=C1)(=O)Cl (nicotinoyl chloride), NC1CN(C2N(C1=O)C(C(N(C2)C(C)C)=O)CC2=CC=C(C=C2)Cl)S(=O)(=O)C2=C(C=C(C=C2)Cl)Cl (3-amino-6-(4-chlorobenzyl)-1-(2,4-dichlorobenzenesulfonyl)-8-isopropyl-hexahydropyrazino[1,2-a]pyrimidine-4,7-dione). Yields the product ClC1=CC=C(CC2C(N(CC3N2C(C(CN3S(=O)(=O)C3=C(C=C(C=C3)Cl)Cl)NC(C3=CN=CC=C3)=O)=O)C(C)C)=O)C=C1 (N-[6-(4-Chlorobenzyl)-1-(2,4-dichlorobenzenesulfonyl)-8-isopropyl-4,7-dioxooctahydropyrazino[1,2-a]pyrimidin-3-yl]nicotinamide). As a reaction SMILES: [C:1](Cl)(=[O:8])[C:2]1[CH:7]=[CH:6][CH:5]=[N:4][CH:3]=1.[NH2:10][CH:11]1[C:16](=[O:17])[N:15]2[CH:18]([CH2:26][C:27]3[CH:32]=[CH:31][C:30]([Cl:33])=[CH:29][CH:28]=3)[C:19](=[O:25])[N:20]([CH:22]([CH3:24])[CH3:23])[CH2:21][CH:14]2[N:13]([S:34]([C:37]2[CH:42]=[CH:41][C:40]([Cl:43])=[CH:39][C:38]=2[Cl:44])(=[O:36])=[O:35])[CH2:12]1>>[Cl:33][C:30]1[CH:31]=[CH:32][C:27]([CH2:26][CH:18]2[N:15]3[C:16](=[O:17])[CH:11]([NH:10][C:1](=[O:8])[C:2]4[CH:7]=[CH:6][CH:5]=[N:4][CH:3]=4)[CH2:12][N:13]([S:34]([C:37]4[CH:42]=[CH:41][C:40]([Cl:43])=[CH:39][C:38]=4[Cl:44])(=[O:36])=[O:35])[CH:14]3[CH2:21][N:20]([CH:22]([CH3:24])[CH3:23])[C:19]2=[O:25])=[CH:28][CH:29]=1. Reported procedure: Synthesis took place in analogy to Example 22 using nicotinoyl chloride *HCl and 3-amino-6-(4-chlorobenzyl)-1-(2,4-dichlorobenzenesulfonyl)-8-isopropyl-hexahydropyrazino[1,2-a]pyrimidine-4,7-dione. The desired product is obtained with MW=663.09 (calculated, monoisotopic); measured value (M+H)+: 664.11